Dataset: the Open Reaction Database (ORD), a public repository of structured organic reaction records. Task: describe an organic reaction: reactants, conditions, products, and yield Starting materials: [OH-].[Na+] (sodium hydroxide), Cl.CN(C)C1=CC=C(C=C1)C1=C(C(NN1C(C)C)=O)CC1=CC=C(C=C1)OC (5-[4-(N,N-dimethylamino)phenyl]-1-isopropyl-4-(4-methoxyphenyl)methyl-3H-pyrazole-3-on hydrochloride), CC(=O)OC[C@@H]1[C@H]([C@@H]([C@H]([C@H](O1)Br)OC(=O)C)OC(=O)C)OC(=O)C (acetobromo-α-D-glucose), benzyl(n-tributyl) ammonium chloride. Solvent: ClCCl (dichloromethane). Reaction conditions: time 3 hour. The product is C(C)(C)N1N=C(C(=C1C1=CC=C(C=C1)N(C)C)CC1=CC=C(C=C1)OC)O[C@H]1[C@H](O)[C@@H](O)[C@H](O)[C@H](O1)CO (1-Isopropyl-4-(4-methoxyphenylmethyl)-5-[4-(N,N-dimethyl-amino)phenyl]-3-(β-D-glucopyranosyloxy)-1H-pyrazole). Isolated yield 59.7%. Reaction SMILES: Cl.[CH3:2][N:3]([C:5]1[CH:10]=[CH:9][C:8]([C:11]2[N:15]([CH:16]([CH3:18])[CH3:17])[NH:14][C:13](=[O:19])[C:12]=2[CH2:20][C:21]2[CH:26]=[CH:25][C:24]([O:27][CH3:28])=[CH:23][CH:22]=2)=[CH:7][CH:6]=1)[CH3:4].CC([O:32][CH2:33][C@H:34]1[O:39][C@H:38](Br)[C@H:37]([O:41]C(C)=O)[C@@H:36]([O:45]C(C)=O)[C@@H:35]1[O:49]C(C)=O)=O.[OH-].[Na+]>ClCCl>[CH:16]([N:15]1[C:11]([C:8]2[CH:9]=[CH:10][C:5]([N:3]([CH3:2])[CH3:4])=[CH:6][CH:7]=2)=[C:12]([CH2:20][C:21]2[CH:22]=[CH:23][C:24]([O:27][CH3:28])=[CH:25][CH:26]=2)[C:13]([O:19][C@@H:38]2[O:39][C@H:34]([CH2:33][OH:32])[C@@H:35]([OH:49])[C@H:36]([OH:45])[C@H:37]2[OH:41])=[N:14]1)([CH3:17])[CH3:18] |f:0.1,3.4|. Procedure details: To a suspension of 5-[4-(N,N-dimethylamino)phenyl]-1-isopropyl-4-(4-methoxyphenyl)methyl-3H-pyrazole-3-on hydrochloride (0.051 g), acetobromo-α-D-glucose (0.16 g) and benzyl(n-tributyl) ammonium chloride (0.12 g) in dichloromethane (3 mL) was added sodium hydroxide (2 mol/L, 0.19 mL), and the mixture was stirred at room temperature for 3 hours. The reaction mixture was extracted with ethyl acetate, and the organic layer was washed with brine and dried over anhydrous magnesium sulfate. The solven... Procedure details: To a solution of ethyl 3-(4-fluorophenyl)-3-oxopropionate (6.49 g, 30.9 mmol) in 1,2-dimethoxyethane (50 ml) was added sodium hydride (60% in oil, 1.23 g, 30.9 mmol) under ice-cooling and the mixture was stirred at room temperature for 30 min. To the reaction solution was dropwise added a solution of 1-(chloromethyl)-4-(phenyloxy)benzene (8.1 g, 37.0 mmol) in 1,2-dimethoxyethane (50 ml) and the reaction solution was heated under reflux overnight. The reaction solution was poured into water (200 ... As a reaction SMILES: [F:1][C:2]1[CH:7]=[CH:6][C:5]([C:8](=[O:15])[CH2:9][C:10]([O:12][CH2:13][CH3:14])=[O:11])=[CH:4][CH:3]=1.[H-].[Na+].Cl[CH2:19][C:20]1[CH:25]=[CH:24][C:23]([O:26][C:27]2[CH:32]=[CH:31][CH:30]=[CH:29][CH:28]=2)=[CH:22][CH:21]=1.O>COCCOC>[F:1][C:2]1[CH:3]=[CH:4][C:5]([C:8](=[O:15])[CH:9]([CH2:19][C:20]2[CH:25]=[CH:24][C:23]([O:26][C:27]3[CH:28]=[CH:29][CH:30]=[CH:31][CH:32]=3)=[CH:22][CH:21]=2)[C:10]([O:12][CH2:13][CH3:14])=[O:11])=[CH:6][CH:7]=1 |f:1.2|. Reactants: FC1=CC=C(C=C1)C(CC(=O)OCC)=O (ethyl 3-(4-fluorophenyl)-3-oxopropionate), [H-].[Na+] (sodium hydride), ClCC1=CC=C(C=C1)OC1=CC=CC=C1 (1-(chloromethyl)-4-(phenyloxy)benzene), O (water). Yield: 64.0%. Product: FC1=CC=C(C=C1)C(C(C(=O)OCC)CC1=CC=C(C=C1)OC1=CC=CC=C1)=O (ethyl 3-(4-fluorophenyl)-3-oxo-2-((4-(phenyloxy)phenyl)methyl)propionate). The solvent is COCCOC (1,2-dimethoxyethane), COCCOC (1,2-dimethoxyethane). Reaction conditions: time 30 minute. The product is CC(C)(C)OC(=O)NCc1ccc(C(=O)Cl)cc1. Starting materials: CC(C)(C)OC(=O)NCc1ccc(C(=O)O)cc1, CN(C)C=O, O=C(Cl)C(=O)Cl, ClCCl. Reaction SMILES: [C:1]([CH3:2])([CH3:3])([CH3:4])[O:5][C:6](=[O:7])[NH:8][CH2:9][c:10]1[cH:11][cH:12][c:13]([C:14](=[O:15])[OH:16])[cH:17][cH:18]1.[CH3:19][N:20]([CH3:21])[CH:22]=[O:23].[Cl:24][C:25]([C:26]([Cl:27])=[O:28])=[O:29].[Cl:30][CH2:31][Cl:32]>>[C:1]([CH3:2])([CH3:3])([CH3:4])[O:5][C:6](=[O:7])[NH:8][CH2:9][c:10]1[cH:11][cH:12][c:13]([C:14](=[O:15])[Cl:24])[cH:17][cH:18]1. Reactants: CC([C@@H](C(=O)OC)NC(=O)C=1N=C(N2C1CN(CCC2)C)C2=CC=CC=C2)(C)C ((S)-methyl 3,3-dimethyl-2-(8-methyl-3-phenyl-6,7,8,9-tetrahydro-5H-imidazo[1,5-a][1,4]diazepine-1-carboxamido)butanoate), O.[OH-].[Li+] (lithium hydroxide monohydrate). Run in C1CCOC1.O (THF water). Yields the product CC([C@@H](C(=O)O)NC(=O)C=1N=C(N2C1CN(CCC2)C)C2=CC=CC=C2)(C)C ((S)-3,3-dimethyl-2-(8-methyl-3-phenyl-6,7,8,9-tetrahydro-5H-imidazo[1,5-a][1,4]diazepine-1-carboxamido)butanoic acid). Isolated yield 87.0%. As a reaction SMILES: [CH3:1][C:2]([CH3:29])([CH3:28])[C@H:3]([NH:8][C:9]([C:11]1[N:12]=[C:13]([C:22]2[CH:27]=[CH:26][CH:25]=[CH:24][CH:23]=2)[N:14]2[CH2:20][CH2:19][CH2:18][N:17]([CH3:21])[CH2:16][C:15]=12)=[O:10])[C:4]([O:6]C)=[O:5].O.[OH-].[Li+]>C1COCC1.O>[CH3:1][C:2]([CH3:29])([CH3:28])[C@H:3]([NH:8][C:9]([C:11]1[N:12]=[C:13]([C:22]2[CH:23]=[CH:24][CH:25]=[CH:26][CH:27]=2)[N:14]2[CH2:20][CH2:19][CH2:18][N:17]([CH3:21])[CH2:16][C:15]=12)=[O:10])[C:4]([OH:6])=[O:5] |f:1.2.3,4.5|. Procedure: A solution of Compound 467 (0.63 g, 1.58 mmol) and lithium hydroxide monohydrate (0.33 g, 7.90 mmol) in THF/water (10 mL, 4:1) was stirred from 0° C. to room temperature overnight. After evaporation of THF, the residue was acidified with 1N HCl to pH2 and extracted twice with 20% iPrOH/DCM. The combined organic extracts were evaporated to give Compound 471 (87% yield). LCMS (+ESI) m/z 385.0 [M+H]+. Reactants: CNC(N)=O, CN(C)C=O, CCOC(C)=O, CS(=O)(=O)c1ccc(C(=CC2CCCCC2)C(=O)O)cc1C(F)(F)F, O=C(Cl)C(=O)Cl, Cl, Fc1ccccc1, c1ccncc1. The product is CNC(=O)NC(=O)C(=CC1CCCCC1)c1ccc(S(C)(=O)=O)c(C(F)(F)F)c1. Reaction SMILES: [CH3:32][NH:33][C:34](=[O:35])[NH2:36].[CH3:51][N:52]([CH3:53])[CH:54]=[O:55].[CH3:56][CH2:57][O:58][C:59](=[O:60])[CH3:61].[CH:1]1([CH:7]=[C:8]([C:9](=[O:10])[OH:11])[c:12]2[cH:13][c:14]([C:22]([F:23])([F:24])[F:25])[c:15]([S:18](=[O:19])(=[O:20])[CH3:21])[cH:16][cH:17]2)[CH2:2][CH2:3][CH2:4][CH2:5][CH2:6]1.[Cl:26][C:27]([C:28]([Cl:29])=[O:30])=[O:31].[ClH:43].[F:44][c:45]1[cH:46][cH:47][cH:48][cH:49][cH:50]1.[cH:37]1[cH:38][cH:39][n:40][cH:41][cH:42]1>>[CH:1]1([CH:7]=[C:8]([C:9](=[O:11])[NH:36][C:34]([NH:33][CH3:32])=[O:35])[c:12]2[cH:13][c:14]([C:22]([F:23])([F:24])[F:25])[c:15]([S:18](=[O:19])(=[O:20])[CH3:21])[cH:16][cH:17]2)[CH2:2][CH2:3][CH2:4][CH2:5][CH2:6]1. The reactants are C([O-])([O-])=O.[K+].[K+] (Potassium carbonate), FC1=C(C(=O)OC)C=CC=C1[N+](=O)[O-] (Methyl 2-fluoro-3-nitrobenzoate), CN (Methylamine). The solvent is O (water), C(Cl)Cl (DCM). Yields the product CNC1=C(C(=O)OC)C=CC=C1[N+](=O)[O-] (methyl 2-(methylamino)-3-nitrobenzoate). Reaction SMILES: F[C:2]1[C:11]([N+:12]([O-:14])=[O:13])=[CH:10][CH:9]=[CH:8][C:3]=1[C:4]([O:6][CH3:7])=[O:5].C(=O)([O-])[O-].[K+].[K+].[CH3:21][NH2:22]>C(Cl)Cl.O>[CH3:21][NH:22][C:2]1[C:11]([N+:12]([O-:14])=[O:13])=[CH:10][CH:9]=[CH:8][C:3]=1[C:4]([O:6][CH3:7])=[O:5] |f:1.2.3|. Reported procedure: Methyl 2-fluoro-3-nitrobenzoate (25 g, 0.126 mol) was dissolved in DCM (400 ml) and to this was added Potassium carbonate (34.7 g, 0.25 mol) followed by Methylamine (20.63 ml, 0.5 mol). Reaction was stirred at room temperature under argon. Upon completion reaction was diluted with water and extracted with DCM (3×) then dried over magnesium sulfate. Solvents were removed under reduced pressure to afford methyl 2-(methylamino)-3-nitrobenzoate as a yellow solid. The reactants are CC(=CCO)CCC=C(CCC(=C(C)C)C)C (3,7,10,11-tetramethyl-2,6,10-dodecatrien-1-ol), ClC1=CC(=CC=C1)C(=O)OO (m-chloroperbenzoic acid). The solvent is C(Cl)Cl (methylene chloride). Conditions: temperature 0 celsius, time 2 hour. The product is O1C(CCC(=CCCC(=CCO)C)C)(C1(C)C)C (10,11-epoxy-3,7,10,11-tetramethyl-2,6-dodecadien-1-ol). RXN SMILES: [CH3:1][C:2]([CH2:6][CH2:7][CH:8]=[C:9]([CH3:17])[CH2:10][CH2:11][C:12]([CH3:16])=[C:13]([CH3:15])[CH3:14])=[CH:3][CH2:4][OH:5].ClC1C=CC=C(C(OO)=[O:26])C=1>C(Cl)Cl>[O:26]1[C:13]([CH3:15])([CH3:14])[C:12]1([CH3:16])[CH2:11][CH2:10][C:9]([CH3:17])=[CH:8][CH2:7][CH2:6][C:2]([CH3:1])=[CH:3][CH2:4][OH:5]. Procedure details: To 23.6 g. of 3,7,10,11-tetramethyl-2,6,10-dodecatrien-1-ol in 500 ml. of methylene chloride, there was added under ice cooling 22.6 g. of m-chloroperbenzoic acid (79% by weight water solution). This addition was carried out portionwise. After this addition, the mixture was agitated for 2 hours at 0°C. After this period, the reaction mixture was diluted with 1,000 ml. of diethyl ether and washed with ice cold 1N aqueous sodium hydroxide and a saturated sodium chloride solution. After washing, th...